From a dataset of the Open Reaction Database (ORD), a public repository of structured organic reaction records. describe an organic reaction: reactants, conditions, products, and yield The reactants are C(#N)[C@H]1C[C@@H](O[C@@H]1COC(C1=CC=CC=C1)(C1=CC=CC=C1)C1=CC=CC=C1)N1C(=O)NC(=O)C=C1 (3'-cyano-2',3'-dideoxy-5'-O-trityluridine), [C@@H]1(C[C@H](O)[C@@H](CO)O1)N1C(=O)NC(=O)C(C)=C1 (thymidine), C1CCOC1 (THF), CC(C)C[AlH]CC(C)C (DIBAL-H). Run in C1(=CC=CC=C1)C (toluene). Run at time 30 minute. The product is C(C1=CC=CC=C1)(C1=CC=CC=C1)(C1=CC=CC=C1)OC[C@@H]1[C@H](C[C@@H](O1)N1C(=O)NC(=O)C=C1)C=O (5'-O-trityl-3'-C-formyl-2',3'-dideoxyuridine). Yield: 53.0%. RXN SMILES: [C:1]([C@@H:3]1[C@@H:7]([CH2:8][O:9][C:10]([C:23]2[CH:28]=[CH:27][CH:26]=[CH:25][CH:24]=2)([C:17]2[CH:22]=[CH:21][CH:20]=[CH:19][CH:18]=2)[C:11]2[CH:16]=[CH:15][CH:14]=[CH:13][CH:12]=2)[O:6][C@@H:5]([N:29]2[CH:36]=[CH:35][C:33](=[O:34])[NH:32][C:30]2=[O:31])[CH2:4]1)#N.[C@@H]1(N2C=C(C)C(=O)NC2=O)O[C@H](CO)[C@@H]([OH:40])C1.C1COCC1.CC(C[AlH]CC(C)C)C>C1(C)C=CC=CC=1>[C:10]([O:9][CH2:8][C@H:7]1[O:6][C@@H:5]([N:29]2[CH:36]=[CH:35][C:33](=[O:34])[NH:32][C:30]2=[O:31])[CH2:4][C@@H:3]1[CH:1]=[O:40])([C:11]1[CH:12]=[CH:13][CH:14]=[CH:15][CH:16]=1)([C:23]1[CH:28]=[CH:27][CH:26]=[CH:25][CH:24]=1)[C:17]1[CH:22]=[CH:21][CH:20]=[CH:19][CH:18]=1. Reported procedure: To a stirred solution of 3'-cyano-2',3'-dideoxy-5'-O-trityluridine (0.96 g, 2 mmol), (prepared in a manner equivalent to that of the thymidine analog above in dry THF (20 ml) under argon, was added a solution of DIBAL-H in toluene (Aldrich) (1M, 4 ml) at -10° C. over a period of 10 min. After 30 mins the reaction was quenched with MeOH (5 ml) at -10° C. The mixture was further stirred at ambient temperature for 30 mins and diluted with CH2Cl2 (25 ml) before concentrating under vacuum. This proce... The reactants are Cc1ccc(Br)c(C(=O)Nc2ccn(C)n2)n1, Cc1ncncc1N. Product: Cc1ccc(Nc2cncnc2C)c(C(=O)Nc2ccn(C)n2)n1. As a reaction SMILES: [CH3:1][n:2]1[n:3][c:4]([NH:7][C:8](=[O:9])[c:10]2[n:11][c:12]([CH3:17])[cH:13][cH:14][c:15]2[Br:16])[cH:5][cH:6]1.[NH2:18][c:19]1[c:20]([CH3:25])[n:21][cH:22][n:23][cH:24]1>>[CH3:1][n:2]1[n:3][c:4]([NH:7][C:8](=[O:9])[c:10]2[n:11][c:12]([CH3:17])[cH:13][cH:14][c:15]2[NH:18][c:19]2[c:20]([CH3:25])[n:21][cH:22][n:23][cH:24]2)[cH:5][cH:6]1. Starting materials: substituted benzyl amines, C(=O)([O-])[O-].[Na+].[Na+] (Na2CO3), C[C@]1(NCCCC1)C(=O)O ((R)-2-methylpiperidine-2-carboxylic acid), FC(C1=CC=C(CBr)C=C1)(F)F (4-(Trifluoromethyl)benzyl bromide). Yields the product C[C@]1(N(CCCC1)CC1=CC=C(C=C1)C(F)(F)F)C(=O)OCC1=CC=C(C=C1)C(F)(F)F ((R)-4-(trifluoromethyl)benzyl 2-methyl-1-(4-(trifluoromethyl)benzyl)piperidine-2-carboxylate). RXN SMILES: [CH3:1][C@:2]1([C:8]([OH:10])=[O:9])[CH2:7][CH2:6][CH2:5][CH2:4][NH:3]1.[F:11][C:12]([F:22])([F:21])[C:13]1[CH:20]=[CH:19][C:16]([CH2:17]Br)=[CH:15][CH:14]=1.C([O-])([O-])=O.[Na+].[Na+]>>[CH3:1][C@:2]1([C:8]([O:10][CH2:17][C:16]2[CH:15]=[CH:14][C:13]([C:12]([F:11])([F:21])[F:22])=[CH:20][CH:19]=2)=[O:9])[CH2:7][CH2:6][CH2:5][CH2:4][N:3]1[CH2:17][C:16]1[CH:19]=[CH:20][C:13]([C:12]([F:22])([F:21])[F:11])=[CH:14][CH:15]=1 |f:2.3.4|. Procedure: The title compound (D79) (70 mg) was prepared according to the general procedure for substituted benzyl amines preparation starting from (R)-2-methylpiperidine-2-carboxylic acid (D47) (60 mg) and 4-(Trifluoromethyl)benzyl bromide (0.126 ml). (Na2CO3: 8 eq; reaction time 48 hrs; 68° C.) Reactants: C(C)(C)N(C(C)C)CC (N,N-diisopropylethylamine), C(C)(C)(C)OC(=O)N1CC2(CC1)CN(CCC2)C2=C(C=CC(=C2)C#N)N (7-(2-Amino-5-cyano-phenyl)-2,7-diaza-spiro[4.5]decane-2-carboxylic acid tert-butyl ester), S1C(=CC=C1)C=1SC=C(N1)C(=O)O (2-thiophen-2-yl-thiazole-4-carboxylic acid), product, CN(C)C=O (DMF). Reaction conditions: time 15 hour. Yields the product NCCC1CN(CCC1)C1=C(C=CC(=C1)CC(N)=O)NC(=O)C=1N=C(SC1)C=1SC=CC1 (2-Thiophen-2-yl-thiazole-4-carboxylic acid {2-[3-(2-amino-ethyl)-piperidin-1-yl]-4-carbamoylmethyl-phenyl}-amide). Reaction SMILES: C(OC([N:8]1[CH2:12][CH2:11][C:10]2([CH2:17][CH2:16][CH2:15][N:14]([C:18]3[CH:23]=[C:22]([C:24]#N)[CH:21]=[CH:20][C:19]=3[NH2:26])[CH2:13]2)C1)=O)(C)(C)C.[S:27]1[CH:31]=[CH:30][CH:29]=[C:28]1[C:32]1[S:33][CH:34]=[C:35]([C:37]([OH:39])=O)[N:36]=1.C(N(CC)C(C)C)(C)C.C[N:50]([CH:52]=[O:53])C>>[NH2:8][CH2:12][CH2:11][CH:10]1[CH2:17][CH2:16][CH2:15][N:14]([C:18]2[CH:23]=[C:22]([CH2:24][C:52](=[O:53])[NH2:50])[CH:21]=[CH:20][C:19]=2[NH:26][C:37]([C:35]2[N:36]=[C:32]([C:28]3[S:27][CH:31]=[CH:30][CH:29]=3)[S:33][CH:34]=2)=[O:39])[CH2:13]1. Reported procedure: To the solution of 7-(2-Amino-5-cyano-phenyl)-2,7-diaza-spiro[4.5]decane-2-carboxylic acid tert-butyl ester was added 2-thiophen-2-yl-thiazole-4-carboxylic acid (product of step 2, 0.98 eq,) in DMF (1 mL). Then, a solution of N,N-diisopropylethylamine (1.5 eq) HATU (1.5 eq) was added. The resulting reaction was stirred at room temperature for 15 hours and then concentrated and treated with 3 mL of (4:1) TFA:H2SO4. The reaction mixture was concentrated and purified using reverse phase HPLC to pro... Starting materials: C=1C=CC2=C(C1)N=NN2O (HOBt), CCN(C(C)C)C(C)C (DIPEA), C1(=CC=CC=C1)C1=CC(=NN1)C(=O)O (5-phenyl-1H-pyrazole-3-carboxylic acid), Cl (hydrochloride), CCN=C=NCCCN(C)C.Cl (EDCI.HCl), Cl.NCC(=O)N1CCN(CC1)C(C1=C(C=CC(=C1)Cl)Cl)=O (2-amino-1-[4-(2,5-dichloro-benzoyl)-piperazin-1-yl]-ethanone hydrochloride). The solvent is O (Water), CN(C)C=O (DMF). Reaction conditions: temperature 10 celsius, time 8 hour. Yields the product ClC1=C(C(=O)N2CCN(CC2)C(CNC(=O)C2=NNC(=C2)C2=CC=CC=C2)=O)C=C(C=C1)Cl (5-phenyl-1H-pyrazole-3-carboxylic acid {2-[4-(2,5-dichloro-benzoyl)-piperazin-1-yl]-2-oxo-ethyl}-amide). Yield: 89.5%. As a reaction SMILES: C1C=CC2N(O)N=NC=2C=1.CCN(C(C)C)C(C)C.[C:20]1([C:26]2[NH:30][N:29]=[C:28]([C:31]([OH:33])=O)[CH:27]=2)[CH:25]=[CH:24][CH:23]=[CH:22][CH:21]=1.Cl.CCN=C=NCCCN(C)C.Cl.Cl.[NH2:48][CH2:49][C:50]([N:52]1[CH2:57][CH2:56][N:55]([C:58](=[O:67])[C:59]2[CH:64]=[C:63]([Cl:65])[CH:62]=[CH:61][C:60]=2[Cl:66])[CH2:54][CH2:53]1)=[O:51]>CN(C=O)C.O>[Cl:66][C:60]1[CH:61]=[CH:62][C:63]([Cl:65])=[CH:64][C:59]=1[C:58]([N:55]1[CH2:54][CH2:53][N:52]([C:50](=[O:51])[CH2:49][NH:48][C:31]([C:28]2[CH:27]=[C:26]([C:20]3[CH:21]=[CH:22][CH:23]=[CH:24][CH:25]=3)[NH:30][N:29]=2)=[O:33])[CH2:57][CH2:56]1)=[O:67] |f:4.5,6.7|. Procedure: HOBt (24 mg, 0.18 mmol) and DIPEA (74 mg, 0.57 mmol) were added to a stirred solution of 5-phenyl-1H-pyrazole-3-carboxylic acid; hydrochloride (32 mg, 0.14 mmol) in DMF (1.0 mL). The mixture was then cooled to 10° C. and EDCI.HCl (34 mg, 0.18 mmol), followed by 2-amino-1-[4-(2,5-dichloro-benzoyl)-piperazin-1-yl]-ethanone hydrochloride (50 mg, 0.14 mmol) were added. The reaction mixture was then stirred at room temperature overnight. Water was added, and the resulting precipitate was isolated by ... Starting materials: BrN1C(CCC1=O)=O (N-bromosuccinimide), N(=NC(C#N)(C)C)C(C#N)(C)C (2,2′-azobis(2-methylpropionitrile)), C(C)(C)(C)C=1N(C2=C(C(=C(C=C2C1)Br)C(F)(F)F)C)C(=O)O (tert-butyl 5-bromo-7-methyl-6-(trifluoromethyl)-1H-indole-1-carboxylic acid). Solvent: C(Cl)(Cl)(Cl)Cl (carbon tetrachloride). Reaction conditions: temperature 90 celsius, time 18 hour. The product is C(C)(C)(C)C=1N(C2=C(C(=C(C=C2C1)Br)C(F)(F)F)C=O)C(=O)O (tert-butyl 5-bromo-7-formyl-6-(trifluoromethyl)-1H-indole-1-carboxylic acid). The yield is 20.9%. Reaction SMILES: [C:1]([C:5]1[N:6]([C:20]([OH:22])=[O:21])[C:7]2[C:12]([CH:13]=1)=[CH:11][C:10]([Br:14])=[C:9]([C:15]([F:18])([F:17])[F:16])[C:8]=2[CH3:19])([CH3:4])([CH3:3])[CH3:2].BrN1C(=[O:29])CCC1=O.N(C(C)(C)C#N)=NC(C)(C)C#N>C(Cl)(Cl)(Cl)Cl>[C:1]([C:5]1[N:6]([C:20]([OH:22])=[O:21])[C:7]2[C:12]([CH:13]=1)=[CH:11][C:10]([Br:14])=[C:9]([C:15]([F:17])([F:18])[F:16])[C:8]=2[CH:19]=[O:29])([CH3:4])([CH3:2])[CH3:3]. Procedure details: To a mixture of tert-butyl 5-bromo-7-methyl-6-(trifluoromethyl)-1H-indole-1-carboxylic acid (1.2 g) and carbon tetrachloride (20 mL) were added N-bromosuccinimide (0.70 g) and 2,2′-azobis(2-methylpropionitrile) (20 mg) at room temperature. The reaction mixture was stirred at 90° C. for 18 hours. The reaction mixture was left to be cooled to room temperature and filtered through Celite to remove the insoluble materials. The filtrate was evaporated under reduced pressure, and to the residue was ad...